Dataset: the Open Reaction Database (ORD), a public repository of structured organic reaction records. Task: describe an organic reaction: reactants, conditions, products, and yield Starting materials: C(CC)C=1N(C(=C(N1)C#N)C#N)C(C1=CC=CC=C1)(C1=CC=CC=C1)C1=CC=CC=C1 (2-propyl-1-tritylimidazole-4,5-dicarbonitrile), C(C)OCC (diethyl ether), solution, C(C)[Mg]Br (ethylmagnesium bromide). Procedure: Following a procedure similar to that described in Preparation 15, but using 8.05 g of 2-propyl-1-tritylimidazole-4,5-dicarbonitrile (prepared as described in Preparation 14) and 14 ml of a 3M solution of ethylmagnesium bromide in diethyl ether, 7.03 g of the title compound were obtained as crystals, melting at 96° C. (softening at 87° C.). RXN SMILES: [CH2:1]([C:4]1[N:5]([C:13]([C:26]2[CH:31]=[CH:30][CH:29]=[CH:28][CH:27]=2)([C:20]2[CH:25]=[CH:24][CH:23]=[CH:22][CH:21]=2)[C:14]2[CH:19]=[CH:18][CH:17]=[CH:16][CH:15]=2)[C:6]([C:11]#[N:12])=[C:7]([C:9]#N)[N:8]=1)[CH2:2][CH3:3].[CH2:32]([Mg]Br)[CH3:33].C([O:38]CC)C>>[C:11]([C:6]1[N:5]([C:13]([C:26]2[CH:27]=[CH:28][CH:29]=[CH:30][CH:31]=2)([C:20]2[CH:21]=[CH:22][CH:23]=[CH:24][CH:25]=2)[C:14]2[CH:15]=[CH:16][CH:17]=[CH:18][CH:19]=2)[C:4]([CH2:1][CH2:2][CH3:3])=[N:8][C:7]=1[C:9](=[O:38])[CH2:32][CH3:33])#[N:12]. Yields the product C(#N)C1=C(N=C(N1C(C1=CC=CC=C1)(C1=CC=CC=C1)C1=CC=CC=C1)CCC)C(CC)=O (5-Cyano-4-Propionyl-2-propyl-1-tritylimidazole). Reactants: [N+](=O)([O-])C=1C=C(C=CC1)NC1=C(C=O)C=CC=N1 (2-(3-nitrophenylamino)nicotinaldehyde), N1=C(C=CC=C1)CCCCC(=O)OCC (ethyl 5-(2-pyridyl)pentanoate), [Li+].CC(C)[N-]C(C)C (LDA). Run in CN(C)C=O (DMF). Product: [N+](=O)([O-])C=1C=C(C=CC1)N1C(C(=CC2=CC=CN=C12)CCCC1=NC=CC=C1)=O (1-(3-nitrophenyl)-3-[3-(pyridin-2-yl)propyl]-1,8-naphthyridin-2(1H)-one). RXN SMILES: [N+:1]([C:4]1[CH:5]=[C:6]([NH:10][C:11]2[N:18]=[CH:17][CH:16]=[CH:15][C:12]=2[CH:13]=O)[CH:7]=[CH:8][CH:9]=1)([O-:3])=[O:2].[N:19]1[CH:24]=[CH:23][CH:22]=[CH:21][C:20]=1[CH2:25][CH2:26][CH2:27][CH2:28][C:29](OCC)=[O:30].[Li+].CC([N-]C(C)C)C>CN(C=O)C>[N+:1]([C:4]1[CH:5]=[C:6]([N:10]2[C:11]3[C:12](=[CH:15][CH:16]=[CH:17][N:18]=3)[CH:13]=[C:28]([CH2:27][CH2:26][CH2:25][C:20]3[CH:21]=[CH:22][CH:23]=[CH:24][N:19]=3)[C:29]2=[O:30])[CH:7]=[CH:8][CH:9]=1)([O-:3])=[O:2] |f:2.3|. Reported procedure: The procedure of Example 1 was repeated using 2-(3-nitrophenylamino)nicotinaldehyde (1.0 eq.), ethyl 5-(2-pyridyl)pentanoate (1.5 eq., prepared in Synthetic Example 21) and LDA (1.5 eq.) to obtain 1-(3-nitrophenyl)-3-[3-(pyridin-2-yl)propyl]-1,8-naphthyridin-2(1H)-one, mp 201 to 202° C./DMF, wherein the product was purified through flash column chromatography and recrystallization. Starting materials: C(C)(C)(C)OC(NC1=C(C=C(C=C1)C#CC1=CC=C(C=C1)Cl)[N+](=O)[O-])=O ([4-(4-Chloro-phenylethynyl)-2-nitro-phenyl]-carbamic acid tert.-butyl ester), O.O.Cl[Sn]Cl (SnCl2.2H2O). The product is C(C)(C)(C)OC(NC1=C(C=C(C=C1)C#CC1=CC=C(C=C1)Cl)N)=O ([2-Amino-4-(4-chloro-phenylethynyl)-phenyl]-carbamic acid tert.-butyl ester). Yield: 72.7%. RXN SMILES: [C:1]([O:5][C:6](=[O:26])[NH:7][C:8]1[CH:13]=[CH:12][C:11]([C:14]#[C:15][C:16]2[CH:21]=[CH:20][C:19]([Cl:22])=[CH:18][CH:17]=2)=[CH:10][C:9]=1[N+:23]([O-])=O)([CH3:4])([CH3:3])[CH3:2].O.O.Cl[Sn]Cl>>[C:1]([O:5][C:6](=[O:26])[NH:7][C:8]1[CH:13]=[CH:12][C:11]([C:14]#[C:15][C:16]2[CH:17]=[CH:18][C:19]([Cl:22])=[CH:20][CH:21]=2)=[CH:10][C:9]=1[NH2:23])([CH3:4])([CH3:2])[CH3:3] |f:1.2.3|. Reported procedure: Prepared from (4-(4-chloro-phenylethynyl)-2-nitro-phenyl)-carbamic acid tert.-butyl ester (Example F6) (606 mg, 1.63 mmol) by reduction with SnCl2.2H2O (1.83 g, 8.1 mmol) according to the general procedure G (method b). Obtained as a beige solid (406 mg). Starting materials: C1CCNCC1, O=C(c1ccccc1)c1ccc(Cl)c([N+](=O)[O-])c1. The product is O=C(c1ccccc1)c1ccc(N2CCCCC2)c([N+](=O)[O-])c1. As a reaction SMILES: [CH2:1]1[CH2:2][CH2:3][NH:4][CH2:5][CH2:6]1.[N+:7](=[O:8])([O-:9])[c:10]1[cH:11][c:12]([C:13](=[O:14])[c:15]2[cH:16][cH:17][cH:18][cH:19][cH:20]2)[cH:21][cH:22][c:23]1[Cl:24]>>[CH2:1]1[CH2:2][CH2:3][N:4]([c:23]2[c:10]([N+:7](=[O:8])[O-:9])[cH:11][c:12]([C:13](=[O:14])[c:15]3[cH:16][cH:17][cH:18][cH:19][cH:20]3)[cH:21][cH:22]2)[CH2:5][CH2:6]1. Reactants: BrCC(=O)OC(C)(C)C (tert-butyl bromoacetate), BrCC(=O)OC(C)(C)C (tert-Butyl bromoacetate), O=C1N(C=2CCCC(C2C(N1)C1=C(C=C(C#N)C=C1)S(=O)(=O)C)=O)C1=CC(=CC=C1)C(F)(F)F (4-(2,5-dioxo-1-(3-(trifluoromethyl)phenyl)-1,2,3,4,5,6,7,8-octahydroquinazolin-4-yl)-3-(methylsulfonyl)benzonitrile), C([O-])([O-])=O.[Cs+].[Cs+] (cesium carbonate), FC(C(=O)O)(F)F (trifluoroacetic acid). Solvent: CN(C=O)C (N,N-dimethylformamide), O (Water). Conditions: time 3 hour. Product: C(#N)C1=CC(=C(C=C1)C1N(C(N(C=2CCCC(C12)=O)C1=CC(=CC=C1)C(F)(F)F)=O)CC(=O)O)S(=O)(=O)C (2-(4-(4-Cyano-2-(methylsulfonyl)phenyl)-2,5-dioxo-1-(3-(trifluoromethyl)phenyl)-1,2,5,6,7,8-hexahydroquinazolin-3(4H)-yl)acetic acid). As a reaction SMILES: Br[CH2:2][C:3]([O:5]C(C)(C)C)=[O:4].[O:10]=[C:11]1[NH:20][CH:19]([C:21]2[CH:28]=[CH:27][C:24]([C:25]#[N:26])=[CH:23][C:22]=2[S:29]([CH3:32])(=[O:31])=[O:30])[C:18]2[C:17](=[O:33])[CH2:16][CH2:15][CH2:14][C:13]=2[N:12]1[C:34]1[CH:39]=[CH:38][CH:37]=[C:36]([C:40]([F:43])([F:42])[F:41])[CH:35]=1.C(=O)([O-])[O-].[Cs+].[Cs+].FC(F)(F)C(O)=O>CN(C)C=O.O>[C:25]([C:24]1[CH:27]=[CH:28][C:21]([CH:19]2[C:18]3[C:17](=[O:33])[CH2:16][CH2:15][CH2:14][C:13]=3[N:12]([C:34]3[CH:39]=[CH:38][CH:37]=[C:36]([C:40]([F:42])([F:43])[F:41])[CH:35]=3)[C:11](=[O:10])[N:20]2[CH2:2][C:3]([OH:5])=[O:4])=[C:22]([S:29]([CH3:32])(=[O:31])=[O:30])[CH:23]=1)#[N:26] |f:2.3.4|. Procedure details: tert-Butyl bromoacetate (200 L, 1.35 mmol) is added to a mixture of 4-(2,5-dioxo-1-(3-(trifluoromethyl)phenyl)-1,2,3,4,5,6,7,8-octahydroquinazolin-4-yl)-3-(methylsulfonyl)benzonitrile (example 18, 440 mg, 0.90 mmol) and cesium carbonate (440 mg, 1.35 mmol) in N,N-dimethylformamide (5 mL), and the mixture is stirred at room temperature for 3 h. Another portion of tert-butyl bromoacetate (200 μL, 1.35 mmol) is added, and the mixture is stirred for 2 h. Water is added, and the mixture is extracted ...